From a dataset of the Open Reaction Database (ORD), a public repository of structured organic reaction records. describe an organic reaction: reactants, conditions, products, and yield The reactants are CCO, CCOCC, COc1ccccc1OCCCCCOc1ccc(C#N)cc1, Cl. Yields the product CCOC(=N)c1ccc(OCCCCCOc2ccccc2OC)cc1, Cl. RXN SMILES: [CH3:1][CH2:2][OH:3].[CH3:28][CH2:29][O:30][CH2:31][CH3:32].[CH3:5][O:6][c:7]1[c:8]([O:9][CH2:10][CH2:11][CH2:12][CH2:13][CH2:14][O:15][c:16]2[cH:17][cH:18][c:19]([C:20]#[N:21])[cH:22][cH:23]2)[cH:24][cH:25][cH:26][cH:27]1.[ClH:4]>>[CH3:1][CH2:2][O:3][C:20]([c:19]1[cH:18][cH:17][c:16]([O:15][CH2:14][CH2:13][CH2:12][CH2:11][CH2:10][O:9][c:8]2[c:7]([O:6][CH3:5])[cH:27][cH:26][cH:25][cH:24]2)[cH:23][cH:22]1)=[NH:21].[ClH:4]. The reactants are CCOC(C)=O, CC(C)(C)[Si](C)(C)Oc1ccccc1-c1cc(-c2cccc([N+](=O)[O-])c2)c(C#N)c(N)n1. Product: CC(C)(C)[Si](C)(C)Oc1ccccc1-c1cc(-c2cccc(N)c2)c(C#N)c(N)n1. Reaction SMILES: [CH3:33][CH2:34][O:35][C:36](=[O:37])[CH3:38].[NH2:1][c:2]1[c:3]([C:4]#[N:5])[c:6](-[c:24]2[cH:25][c:26]([N+:30]([O-:31])=[O:32])[cH:27][cH:28][cH:29]2)[cH:7][c:8](-[c:10]2[c:11]([O:16][Si:17]([CH3:18])([CH3:19])[C:20]([CH3:21])([CH3:22])[CH3:23])[cH:12][cH:13][cH:14][cH:15]2)[n:9]1>>[NH2:1][c:2]1[c:3]([C:4]#[N:5])[c:6](-[c:24]2[cH:25][c:26]([NH2:30])[cH:27][cH:28][cH:29]2)[cH:7][c:8](-[c:10]2[c:11]([O:16][Si:17]([CH3:18])([CH3:19])[C:20]([CH3:21])([CH3:22])[CH3:23])[cH:12][cH:13][cH:14][cH:15]2)[n:9]1. Reactants: Fc1cc(F)c(-c2c(Br)nc3ncnn3c2Br)c(F)c1, CN(C)C=O, CCN(C(C)C)C(C)C, Cl, CC(N)C(F)(F)F, O. The product is CC(Nc1c(-c2c(F)cc(F)cc2F)c(Br)nc2ncnn12)C(F)(F)F. RXN SMILES: [Br:1][c:2]1[n:3][c:4]2[n:5]([c:6]([Br:17])[c:7]1-[c:8]1[c:9]([F:16])[cH:10][c:11]([F:15])[cH:12][c:13]1[F:14])[n:18][cH:19][n:20]2.[CH3:39][N:40]([CH3:41])[CH:42]=[O:43].[CH:29]([N:30]([CH:31]([CH3:32])[CH3:33])[CH2:34][CH3:35])([CH3:36])[CH3:37].[ClH:21].[F:22][C:23]([CH:24]([CH3:25])[NH2:26])([F:27])[F:28].[OH2:38]>>[Br:1][c:2]1[n:3][c:4]2[n:5]([c:6]([NH:26][CH:24]([C:23]([F:22])([F:27])[F:28])[CH3:25])[c:7]1-[c:8]1[c:9]([F:16])[cH:10][c:11]([F:15])[cH:12][c:13]1[F:14])[n:18][cH:19][n:20]2. Reactants: O=[N+]([O-])c1cc(Cn2ccnc2)ccc1Cl, NC1CCCCC1. The product is O=[N+]([O-])c1cc(Cn2ccnc2)ccc1NC1CCCCC1. Reaction SMILES: [Cl:1][c:2]1[c:3]([N+:14](=[O:15])[O-:16])[cH:4][c:5]([CH2:8][n:9]2[cH:10][n:11][cH:12][cH:13]2)[cH:6][cH:7]1.[NH2:17][CH:18]1[CH2:19][CH2:20][CH2:21][CH2:22][CH2:23]1>>[c:2]1([NH:17][CH:18]2[CH2:19][CH2:20][CH2:21][CH2:22][CH2:23]2)[c:3]([N+:14](=[O:15])[O-:16])[cH:4][c:5]([CH2:8][n:9]2[cH:10][n:11][cH:12][cH:13]2)[cH:6][cH:7]1. The reactants are BrC=1NC(C=2NC=NC2N1)=O (2-bromohypoxanthine), C(CCC)C1=CC=C(N)C=C1 (p-n-butylaniline). Solvent: COCCO (2-methoxyethanol), O (water). Run at time 2.5 hour. Yields the product C(CCC)C1=CC=C(C=C1)NC=1NC(C=2NC=NC2N1)=O ((p-n-butylphenyl)guanine). Isolated yield 84.7%. RXN SMILES: Br[C:2]1[NH:3][C:4](=[O:11])[C:5]2[NH:6][CH:7]=[N:8][C:9]=2[N:10]=1.[CH2:12]([C:16]1[CH:22]=[CH:21][C:19]([NH2:20])=[CH:18][CH:17]=1)[CH2:13][CH2:14][CH3:15]>COCCO.O>[CH2:12]([C:16]1[CH:17]=[CH:18][C:19]([NH:20][C:2]2[NH:3][C:4](=[O:11])[C:5]3[NH:6][CH:7]=[N:8][C:9]=3[N:10]=2)=[CH:21][CH:22]=1)[CH2:13][CH2:14][CH3:15]. Procedure: A stirred solution of 2-bromohypoxanthine (10.8 g, 50 mmol) and p-n-butylaniline (23.5 mL, 150 mmol) in a mixture of 2-methoxyethanol (300 mL) and water (100 mL) was heated at reflux. After 2.5 h, the mixture was chilled in an ice bath, and the fine precipitate was filtered, washed with concentrated aqueous ammonia (80 mL) and methanol (3×25 mL). The product was purified by dissolving the slightly yellow precipitate in hot N sodium hydroxide (300 mL) and treatment with activated charcoal. The ho... Reactants: C(C)(C)(C)OC(=O)C(=CC=1C(C2=C(NC(C1OC)=O)C=C(C=C2)Cl)=O)C (4-[2-(Tert-butoxycarbonyl)propenyl]-8-chloro-3-methoxy-2,5-dioxo-2,5-dihydro-1H-benz[b]azepine), B(Br)(Br)Br (boron tribromide), Cl (hydrochloric acid), C([O-])(O)=O.[Na+] (sodium bicarbonate). Run in C(Cl)Cl (methylene chloride), C(Cl)Cl (methylene chloride). Conditions: time 1.5 hour. Yields the product ClC=1C=CC2=C(NC(C(=C(C2=O)/C=C(/C(=O)O)\C)O)=O)C1 ((E)-3-(8-Chloro-3-hydroxy-2,5-dioxo-2,5-dihydro-1H-benzo[b]azepin-4-yl)-2-methylacrylic Acid). Isolated yield 61.4%. RXN SMILES: C([O:5][C:6]([C:8]([CH3:26])=[CH:9][C:10]1[C:11](=[O:25])[C:12]2[CH:23]=[CH:22][C:21]([Cl:24])=[CH:20][C:13]=2[NH:14][C:15](=[O:19])[C:16]=1[O:17]C)=[O:7])(C)(C)C.B(Br)(Br)Br.C(=O)(O)[O-].[Na+].Cl>C(Cl)Cl>[Cl:24][C:21]1[CH:22]=[CH:23][C:12]2[C:11](=[O:25])[C:10](/[CH:9]=[C:8](\[CH3:26])/[C:6]([OH:7])=[O:5])=[C:16]([OH:17])[C:15](=[O:19])[NH:14][C:13]=2[CH:20]=1 |f:2.3|. Reported procedure: 4-[2-(Tert-butoxycarbonyl)propenyl]-8-chloro-3-methoxy-2,5-dioxo-2,5-dihydro-1H-benz[b]azepine (0.32 g) in methylene chloride (4 mL) was added to boron tribromide (0.33 mL) in methylene chloride (4 mL) at room temperature under argon. The mixture was stirred at room temperature for 1.5 hours and then it was added to saturated aqueous sodium bicarbonate (24 mL). The mixture was stirred for 10 minutes and then it was acidified to pH 5 with concentrated hydrochloric acid. The suspension was cooled ... The reactants are CCCc1nc(C)n(-c2ccc(C(C)=O)cc2)c(=O)c1Cc1ccc(-c2ccccc2C#N)cc1, CCOC(C)=O, CO, O. Reaction SMILES: [C:1]([CH3:2])(=[O:3])[c:4]1[cH:5][cH:6][c:7](-[n:10]2[c:11]([CH3:35])[n:12][c:13]([CH2:32][CH2:33][CH3:34])[c:14]([CH2:17][c:18]3[cH:19][cH:20][c:21](-[c:24]4[c:25]([C:30]#[N:31])[cH:26][cH:27][cH:28][cH:29]4)[cH:22][cH:23]3)[c:15]2=[O:16])[cH:8][cH:9]1.[CH3:36][CH2:37][O:38][C:39](=[O:40])[CH3:41].[CH3:43][OH:44].[OH2:42]>>[CH:1]([CH3:2])([OH:3])[c:4]1[cH:5][cH:6][c:7](-[n:10]2[c:11]([CH3:35])[n:12][c:13]([CH2:32][CH2:33][CH3:34])[c:14]([CH2:17][c:18]3[cH:19][cH:20][c:21](-[c:24]4[c:25]([C:30]#[N:31])[cH:26][cH:27][cH:28][cH:29]4)[cH:22][cH:23]3)[c:15]2=[O:16])[cH:8][cH:9]1. Product: CCCc1nc(C)n(-c2ccc(C(C)O)cc2)c(=O)c1Cc1ccc(-c2ccccc2C#N)cc1. Reactants: ice water, COC(=O)C1=CC(=C2C=CC(=NC2=C1)C(F)(F)F)O (5-Hydroxy-2-trifluoromethyl-quinoline-7-carboxylic acid methyl ester), CCCCCC.C(C)(=O)OCC (hexane ethyl acetate), [N+](=O)(O)[O-] (nitric acid). Solvent: S(O)(O)(=O)=O (sulfuric acid). Yields the product COC(=O)C1=C(C(=C2C=CC(=NC2=C1)C(F)(F)F)O)[N+](=O)[O-] (5-hydroxy-6-nitro-2-trifluoromethyl-quinoline-7-carboxylic acid methyl ester). RXN SMILES: [CH3:1][O:2][C:3]([C:5]1[CH:14]=[C:13]2[C:8]([CH:9]=[CH:10][C:11]([C:15]([F:18])([F:17])[F:16])=[N:12]2)=[C:7]([OH:19])[CH:6]=1)=[O:4].[N+:20]([O-])([OH:22])=[O:21].CCCCCC.C(OCC)(=O)C>S(=O)(=O)(O)O>[CH3:1][O:2][C:3]([C:5]1[CH:14]=[C:13]2[C:8]([CH:9]=[CH:10][C:11]([C:15]([F:18])([F:16])[F:17])=[N:12]2)=[C:7]([OH:19])[C:6]=1[N+:20]([O-:22])=[O:21])=[O:4] |f:2.3|. Procedure details: 5-Hydroxy-2-trifluoromethyl-quinoline-7-carboxylic acid methyl ester (46.0 g) is dissolved in concentrated sulfuric acid (200 mL, 97%) at 0-5° C. To this cooled solution is added drop wise fuming nitric acid (7 mL, 100%). After the addition is complete, the reaction mixture is allowed to warm to room temperature. TLC analysis (hexane/ethyl acetate=4:1) after 30 min shows reaction completion. The reaction mixture is slowly poured onto an ice/water mixture (ca. 2 mL) and the crystals were filtered... Reactants: COC1Cc2ccccc2C1Nc1cc(NC2CC(CO[Si](C)(C)C(C)(C)C)C(O[Si](C)(C)C(C)(C)C)C2)ncn1, CC(=O)O, C1CCOC1, O. The product is COC1Cc2ccccc2C1Nc1cc(NC2CC(CO)C(O[Si](C)(C)C(C)(C)C)C2)ncn1. As a reaction SMILES: [C:1]([CH3:2])([CH3:3])([CH3:4])[Si:5]([O:6][CH:7]1[CH2:8][CH:9]([NH:21][c:22]2[n:23][cH:24][n:25][c:26]([NH:28][CH:29]3[CH:30]([O:38][CH3:39])[CH2:31][c:32]4[cH:33][cH:34][cH:35][cH:36][c:37]43)[cH:27]2)[CH2:10][CH:11]1[CH2:12][O:13][Si:14]([C:15]([CH3:16])([CH3:17])[CH3:18])([CH3:19])[CH3:20])([CH3:40])[CH3:41].[C:42]([OH:43])(=[O:44])[CH3:45].[CH2:46]1[O:47][CH2:48][CH2:49][CH2:50]1.[OH2:51]>>[C:1]([CH3:2])([CH3:3])([CH3:4])[Si:5]([O:6][CH:7]1[CH2:8][CH:9]([NH:21][c:22]2[n:23][cH:24][n:25][c:26]([NH:28][CH:29]3[CH:30]([O:38][CH3:39])[CH2:31][c:32]4[cH:33][cH:34][cH:35][cH:36][c:37]43)[cH:27]2)[CH2:10][CH:11]1[CH2:12][OH:13])([CH3:40])[CH3:41]. Reactants: CSC1=NC(=CC=2N1C(=NC2)C2=CC=CC=C2)SC (5,7-bis(methylthio)-3-phenylimidazo[1,5-c]pyrimidine), C[O-].[Na+] (sodium methoxide). The product is COC1=NC(=CC=2N1C(=NC2)C2=CC=CC=C2)SC (5-methoxy-7-methylthio-3-phenylimidazo[1,5-c]pyrimidine). As a reaction SMILES: CS[C:3]1[N:8]2[C:9]([C:12]3[CH:17]=[CH:16][CH:15]=[CH:14][CH:13]=3)=[N:10][CH:11]=[C:7]2[CH:6]=[C:5]([S:18][CH3:19])[N:4]=1.[CH3:20][O-:21].[Na+]>>[CH3:20][O:21][C:3]1[N:8]2[C:9]([C:12]3[CH:17]=[CH:16][CH:15]=[CH:14][CH:13]=3)=[N:10][CH:11]=[C:7]2[CH:6]=[C:5]([S:18][CH3:19])[N:4]=1 |f:1.2|. Procedure: Using the method of Example 61, 5,7-bis(methylthio)-3-phenylimidazo[1,5-c]pyrimidine (from Example 30) was reacted with sodium methoxide to provide 5-methoxy-7-methylthio-3-phenylimidazo[1,5-c]pyrimidine as a pale yellow solid after recrystallization from cyclohexane, m.p. 134°-135° C. Analysis: Calculated for C14H13N3OS: %C, 62.0; %H, 4.8; %N, 15.5; Found; %C, 62.0; %H, 4.7; %N, 15.7.